Task: describe an organic reaction: reactants, conditions, products, and yield. Dataset: the Open Reaction Database (ORD), a public repository of structured organic reaction records Reactants: C(C)(C)(C)OC(=O)NC(COC1=NOC2=C1C=C(C=C2)Cl)CC=2N=CNC2 (3-[2-tert-butoxycarbonylamino-3-(4-imidazolyl)propoxy]-5-chloro-1,2-benzoisoxazole), CN(C(=O)Cl)C (dimethylcarbamoyl chloride), O (water), C(C)(=O)OCC (ethyl acetate). The solvent is N1=CC=CC=C1 (pyridine). The product is C(C)(C)(C)OC(=O)NC(COC1=NOC2=C1C=C(C=C2)Cl)CC=2N=CN(C2)C(N(C)C)=O (3-[2-tert-butoxycarbonylamino-3-(1-dimethylcarbamoyl-4-imidazolyl)propoxy]-5-chloro-1,2-benzoisoxazole). Yield: 141.1%. RXN SMILES: [C:1]([O:5][C:6]([NH:8][CH:9]([CH2:22][C:23]1[N:24]=[CH:25][NH:26][CH:27]=1)[CH2:10][O:11][C:12]1[C:16]2[CH:17]=[C:18]([Cl:21])[CH:19]=[CH:20][C:15]=2[O:14][N:13]=1)=[O:7])([CH3:4])([CH3:3])[CH3:2].[CH3:28][N:29]([CH3:33])[C:30](Cl)=[O:31].O.C(OCC)(=O)C>N1C=CC=CC=1>[C:1]([O:5][C:6]([NH:8][CH:9]([CH2:22][C:23]1[N:24]=[CH:25][N:26]([C:30](=[O:31])[N:29]([CH3:33])[CH3:28])[CH:27]=1)[CH2:10][O:11][C:12]1[C:16]2[CH:17]=[C:18]([Cl:21])[CH:19]=[CH:20][C:15]=2[O:14][N:13]=1)=[O:7])([CH3:4])([CH3:2])[CH3:3]. Procedure: To a solution of 0.12 g of 3-[2-tert-butoxycarbonylamino-3-(4-imidazolyl)propoxy]-5-chloro-1,2-benzoisoxazole in 3 ml of pyridine is added 0.05 g of dimethylcarbamoyl chloride at room temperature, and they are subjected to reaction at 50° C. for two hours. After cooling, water and ethyl acetate are added and shaken, and the organic layer is separated. The separated organic layer is washed with a saturated saline solution and dried over anhydrous magnesium sulfate, and the solvent is removed by d... Starting materials: CC(C)C[AlH]CC(C)C (DIBAL), O1C=CC2=C1C=CC(=C2)C(=O)OC (methyl benzofuran-5-carboxylate). Run in O1CCCC1 (tetrahydrofuran). Product: OCC=1C=CC2=C(C=CO2)C1 (5-Hydroxymethyl-benzofuran). Reaction SMILES: [O:1]1[C:5]2[CH:6]=[CH:7][C:8]([C:10](OC)=[O:11])=[CH:9][C:4]=2[CH:3]=[CH:2]1.CC(C[AlH]CC(C)C)C>O1CCCC1>[OH:11][CH2:10][C:8]1[CH:7]=[CH:6][C:5]2[O:1][CH:2]=[CH:3][C:4]=2[CH:9]=1. Procedure details: 5.8 g (32.9 mmol) of methyl benzofuran-5-carboxylate are stirred analogously to Example 1 g in 50 ml of tetrahydrofuran with 64.5 ml (98.6 mmol) of DIBAL (1.53 molar) at -70° C. overnight. The reactants are CC(=O)OC(C)=O, Cl, CCC(N)c1nc2c(C(F)(F)F)cccc2c(O)c1C(=O)Nc1nccs1, O, c1ccncc1. Product: CCC(NC(C)=O)c1nc2c(C(F)(F)F)cccc2c(O)c1C(=O)Nc1nccs1. Reaction SMILES: [CH3:1][C:2](=[O:3])[O:4][C:5](=[O:6])[CH3:7].[ClH:41].[NH2:8][CH:9]([CH2:10][CH3:11])[c:12]1[n:13][c:14]2[c:15]([C:31]([F:32])([F:33])[F:34])[cH:16][cH:17][cH:18][c:19]2[c:20]([OH:30])[c:21]1[C:22](=[O:23])[NH:24][c:25]1[s:26][cH:27][cH:28][n:29]1.[OH2:42].[cH:35]1[cH:36][cH:37][n:38][cH:39][cH:40]1>>[CH3:1][C:2](=[O:3])[NH:8][CH:9]([CH2:10][CH3:11])[c:12]1[n:13][c:14]2[c:15]([C:31]([F:32])([F:33])[F:34])[cH:16][cH:17][cH:18][c:19]2[c:20]([OH:30])[c:21]1[C:22](=[O:23])[NH:24][c:25]1[s:26][cH:27][cH:28][n:29]1. Starting materials: NC=1C(N(C=C(N1)Cl)C)=O (3-amino-5-chloro-1-methyl-2(1H)-pyrazinone), C(=O)(OC)C1=C(C=CC=C1)S(=O)(=O)N=C=O (2-carbomethoxybenzenesulfonyl isocyanate). The solvent is ClCCCl (1,2-dichloroethane), 1,2-dichloromethane. Product: ClC1=CN(C(C(=N1)NC(=O)NS(=O)(=O)C1=C(C(=O)OC)C=CC=C1)=O)C (Methyl 2-[[(6-Chloro-3,4-dihydro-4-methyl-3-oxo-2-pyrazinylamino)carbonylamino]sulfonyl]benzoate). As a reaction SMILES: [NH2:1][C:2]1[C:3](=[O:10])[N:4]([CH3:9])[CH:5]=[C:6]([Cl:8])[N:7]=1.[C:11]([C:15]1[CH:20]=[CH:19][CH:18]=[CH:17][C:16]=1[S:21]([N:24]=[C:25]=[O:26])(=[O:23])=[O:22])([O:13][CH3:14])=[O:12]>ClCCCl>[Cl:8][C:6]1[N:7]=[C:2]([NH:1][C:25]([NH:24][S:21]([C:16]2[CH:17]=[CH:18][CH:19]=[CH:20][C:15]=2[C:11]([O:13][CH3:14])=[O:12])(=[O:23])=[O:22])=[O:26])[C:3](=[O:10])[N:4]([CH3:9])[CH:5]=1. Reported procedure: To a mixture of 3-amino-5-chloro-1-methyl-2(1H)-pyrazinone (0.40 g, 0.0025 mol) in anhydrous 1,2-dichloroethane (4 mL) under nitrogen was added a solution of 2-carbomethoxybenzenesulfonyl isocyanate (0.84 g, 0.0035 mol) in anhydrous 1,2-dichloromethane (3 mL). The mixture was heated at reflux for 2 hours. The solvent was rotary evaporated, and the residue was purified by chromatography on a column of silica gel using a solvent mixture of 1:1 hexanes-acetone containing a little acetic acid as elu...